Dataset: the Open Reaction Database (ORD), a public repository of structured organic reaction records. Task: describe an organic reaction: reactants, conditions, products, and yield Reactants: CC#N, Cl, CCOC(=O)CC(c1ccc(-c2ccccc2)cc1)n1cnc2ccccc21. Product: O=C(O)CC(c1ccc(-c2ccccc2)cc1)n1cnc2ccccc21. RXN SMILES: [CH3:29][C:30]#[N:31].[ClH:32].[n:1]1([CH:10]([CH2:11][C:12](=[O:13])[O:14][CH2:15][CH3:16])[c:17]2[cH:18][cH:19][c:20](-[c:23]3[cH:24][cH:25][cH:26][cH:27][cH:28]3)[cH:21][cH:22]2)[cH:2][n:3][c:4]2[c:5]1[cH:6][cH:7][cH:8][cH:9]2>>[n:1]1([CH:10]([CH2:11][C:12](=[O:13])[OH:14])[c:17]2[cH:18][cH:19][c:20](-[c:23]3[cH:24][cH:25][cH:26][cH:27][cH:28]3)[cH:21][cH:22]2)[cH:2][n:3][c:4]2[c:5]1[cH:6][cH:7][cH:8][cH:9]2.